From a dataset of the Open Reaction Database (ORD), a public repository of structured organic reaction records. describe an organic reaction: reactants, conditions, products, and yield The reactants are [N+](=O)([O-])C=1C(NC=CC1)=O (3-nitropyridone), P(=O)(Cl)(Cl)Cl (phosphorous oxychloride). Yields the product ClC1=C(C=NC=C1)[N+](=O)[O-] (4-chloro-3-nitropyridine). RXN SMILES: [N+:1]([C:4]1[C:5](=O)[NH:6][CH:7]=[CH:8][CH:9]=1)([O-:3])=[O:2].P(Cl)(Cl)([Cl:13])=O>>[Cl:13][C:9]1[CH:8]=[CH:7][N:6]=[CH:5][C:4]=1[N+:1]([O-:3])=[O:2]. Reported procedure: A solution of technical grade 3-nitropyridone (25 g, 177 mmol) (contains about 20% 3,5-dinitropyridone by weight) in 150 mL of phosphorous oxychloride was heated at 90° C. for 2 h. The excess phosphorous oxychloride was removed by distillation and the remaining oil poured into ice/water. The aqueous solution was extracted with five 300 mL portions of CH2Cl2. The CH2Cl2 extracts were dried (MgSO4), filtered and concentrated in vacuo to yield 26.7 g of crude 4-chloro-3-nitropyridine. To a solution... Reactants: [Br-], C1CCOC1, C[Mg+], CCOCC, CS(=O)(=O)OC1CN(C(c2ccccc2)c2ccccc2)C1. Product: OC1CN(C(c2ccccc2)c2ccccc2)C1. RXN SMILES: [Br-:28].[CH2:23]1[O:24][CH2:25][CH2:26][CH2:27]1.[CH3:29][Mg+:30].[CH3:31][CH2:32][O:33][CH2:34][CH3:35].[c:1]1([CH:7]([N:8]2[CH2:9][CH:10]([O:12][S:13]([CH3:14])(=[O:15])=[O:16])[CH2:11]2)[c:17]2[cH:18][cH:19][cH:20][cH:21][cH:22]2)[cH:2][cH:3][cH:4][cH:5][cH:6]1>>[c:1]1([CH:7]([N:8]2[CH2:9][CH:10]([OH:12])[CH2:11]2)[c:17]2[cH:18][cH:19][cH:20][cH:21][cH:22]2)[cH:2][cH:3][cH:4][cH:5][cH:6]1.